This data is from the Open Reaction Database (ORD), a public repository of structured organic reaction records. The task is: describe an organic reaction: reactants, conditions, products, and yield The reactants are CC1=C(C(=NO1)C1=CC=CC=C1)CN ((5-methyl-3-phenyl-4-isoxazolyl)methylamine), COC(=O)C1=NC=C(N=C1)Cl (5-chloro-pyrazine-2-carboxylic acid methyl ester). The solvent is CS(=O)C (DMSO). Product: COC(=O)C1=NC=C(N=C1)NCC=1C(=NOC1C)C1=CC=CC=C1 (5-[(5-Methyl-3-phenyl-isoxazol-4-ylmethyl)-amino]-pyrazine-2-carboxylic acid methyl ester). The yield is 85.0%. As a reaction SMILES: [CH3:1][C:2]1[O:6][N:5]=[C:4]([C:7]2[CH:12]=[CH:11][CH:10]=[CH:9][CH:8]=2)[C:3]=1[CH2:13][NH2:14].[CH3:15][O:16][C:17]([C:19]1[CH:24]=[N:23][C:22](Cl)=[CH:21][N:20]=1)=[O:18]>CS(C)=O>[CH3:15][O:16][C:17]([C:19]1[CH:24]=[N:23][C:22]([NH:14][CH2:13][C:3]2[C:4]([C:7]3[CH:12]=[CH:11][CH:10]=[CH:9][CH:8]=3)=[N:5][O:6][C:2]=2[CH3:1])=[CH:21][N:20]=1)=[O:18]. Procedure details: A solution of (5-methyl-3-phenyl-4-isoxazolyl)methylamine (2.4 g, 12.7 mmol) and 5-chloro-pyrazine-2-carboxylic acid methyl ester (2.2 g, 12.7 mmol) in DMSO (15 mL) was heated with microwave irradiation to 160° C. for 30 min. After cooling to room temperature the reaction mixture was extracted with ethyl acetate, and the combined extracts were washed with water. The organic phase was dried over sodium sulfate, concentrated and chromatographed (SiO2, heptane:ethyl acetate=100:0 to 20:80). The oil...